Dataset: the Open Reaction Database (ORD), a public repository of structured organic reaction records. Task: describe an organic reaction: reactants, conditions, products, and yield Reactants: OCCCCN1C(NC(C2=CC=CC=C12)=O)=O (1-(4-hydroxybutyl)-2,4(1H,3H)-quinazolinedione), S(=O)(Cl)Cl (thionyl chloride), N1=CC=CC=C1 (pyridine). Run in O1CCCC1 (tetrahydrofuran). The product is ClCCCCN1C(NC(C2=CC=CC=C12)=O)=O (1-(4-chlorobutyl)-2,4(1H,3H)-quinazolinedione). Reaction SMILES: O[CH2:2][CH2:3][CH2:4][CH2:5][N:6]1[C:15]2[C:10](=[CH:11][CH:12]=[CH:13][CH:14]=2)[C:9](=[O:16])[NH:8][C:7]1=[O:17].S(Cl)([Cl:20])=O.N1C=CC=CC=1>O1CCCC1>[Cl:20][CH2:2][CH2:3][CH2:4][CH2:5][N:6]1[C:15]2[C:10](=[CH:11][CH:12]=[CH:13][CH:14]=2)[C:9](=[O:16])[NH:8][C:7]1=[O:17]. Procedure details: A mixture of 1-(4-hydroxybutyl)-2,4(1H,3H)-quinazolinedione 290 mg), thionyl chloride (0.54 ml), and pyridine (98 mg) in tetrahydrofuran (10 ml) was refluxed for 2 hours. After evaporation of the solvents, the residue was dissolved in chloroform, washed in turn with water, saturated sodium bicarbonate and brine, dried over magnesium sulfate, and evaporated. Crude material was crystallized from ethyl ether-isopropyl ether to give 1-(4-chlorobutyl)-2,4(1H,3H)-quinazolinedione (226 mg) as a powder. The reactants are C(C)(=O)OCC (ethyl acetate), [H-].[Na+] (Sodium hydride), CC(C)C1=C(C(=CC(=C1)C(C)C)C(C)C)S(=O)(=O)OC(CC1OCCO1)C1(CN(C1)C(=O)C1=C(C(=C(C=C1)F)F)NC1=C(C=C(C=C1)I)F)O (1-[1-({3,4-Difluoro-2-[(2-fluoro-4-iodophenyl)amino]phenyl}carbonyl)-3-hydroxyazetidin-3-yl]-2-(1,3-dioxolan-2-yl)ethyl 2,4,6-tris(1-methylethyl)benzenesulfonate). The solvent is hexanes, O1CCCC1 (tetrahydrofuran). Conditions: temperature 0 celsius, time 45 minute. Product: O1C(OCC1)CC1OC12CN(C2)C(=O)C2=CC=C(C(=C2NC2=C(C=C(C=C2)I)F)F)F (6-{[2-(1,3-dioxolan-2-ylmethyl)-1-oxa-5-azaspiro[2.3]hex-5-yl]carbonyl}-2,3-difluoro-N-(2-fluoro-4-iodophenyl)aniline). Yield: 95.0%. RXN SMILES: CC(C1C=C(C(C)C)C=C(C(C)C)C=1S([O:19][CH:20]([C:27]1(O)[CH2:30][N:29]([C:31]([C:33]2[CH:38]=[CH:37][C:36]([F:39])=[C:35]([F:40])[C:34]=2[NH:41][C:42]2[CH:47]=[CH:46][C:45]([I:48])=[CH:44][C:43]=2[F:49])=[O:32])[CH2:28]1)[CH2:21][CH:22]1[O:26][CH2:25][CH2:24][O:23]1)(=O)=O)C.[H-].[Na+].C(OCC)(=O)C>O1CCCC1>[O:26]1[CH2:25][CH2:24][O:23][CH:22]1[CH2:21][CH:20]1[C:27]2([CH2:30][N:29]([C:31]([C:33]3[C:34]([NH:41][C:42]4[CH:47]=[CH:46][C:45]([I:48])=[CH:44][C:43]=4[F:49])=[C:35]([F:40])[C:36]([F:39])=[CH:37][CH:38]=3)=[O:32])[CH2:28]2)[O:19]1 |f:1.2|. Reported procedure: 1-[1-({3,4-Difluoro-2-[(2-fluoro-4-iodophenyl)amino]phenyl}carbonyl)-3-hydroxyazetidin-3-yl]-2-(1,3-dioxolan-2-yl)ethyl 2,4,6-tris(1-methylethyl)benzenesulfonate (50 mg, 0.060 mmol) was dissolved in tetrahydrofuran (1 mL) and was cooled to 0° C. Sodium hydride (60 wt % dispersion in oil; 7 mg, 0.18 mmol) was added and the mixture was stirred at 0° C. for 45 minutes. The mixture was quenched with saturated sodium bicarbonate solution and partitioned with ethyl acetate. The aqueous portion was ext... Reactants: C([O-])(O)=O.[Na+] (sodium bicarbonate), N#CBr (cyanogen bromide), C([O-])(O)=O.[Na+] (sodium bicarbonate), FC(C=1C=C(CNCC2=C(C=CC(=C2)C(F)(F)F)C2=C(C=CC(=C2)C(C)C)OC)C=C(C1)C(F)(F)F)(F)F ((3,5-Bis-trifluoromethyl-benzyl)-(5′-isopropyl-2′-methoxy-4-trifluoromethyl-biphenyl-2-ylmethyl)-amine). Run in C(C)O (ethanol). Run at time 2 hour. Product: FC(C=1C=C(CN(C#N)CC2=C(C=CC(=C2)C(F)(F)F)C2=C(C=CC(=C2)C(C)C)OC)C=C(C1)C(F)(F)F)(F)F ((3,5-bis-trifluoromethyl-benzyl)-(5′-isopropyl-2′-methoxy-4-trifluoromethyl-biphenyl-2-ylmethyl)-cyanamide). The yield is 86.1%. RXN SMILES: [F:1][C:2]([F:38])([F:37])[C:3]1[CH:4]=[C:5]([CH:30]=[C:31]([C:33]([F:36])([F:35])[F:34])[CH:32]=1)[CH2:6][NH:7][CH2:8][C:9]1[CH:14]=[C:13]([C:15]([F:18])([F:17])[F:16])[CH:12]=[CH:11][C:10]=1[C:19]1[CH:24]=[C:23]([CH:25]([CH3:27])[CH3:26])[CH:22]=[CH:21][C:20]=1[O:28][CH3:29].[N:39]#[C:40]Br.C(=O)(O)[O-].[Na+]>C(O)C>[F:1][C:2]([F:37])([F:38])[C:3]1[CH:4]=[C:5]([CH:30]=[C:31]([C:33]([F:36])([F:34])[F:35])[CH:32]=1)[CH2:6][N:7]([CH2:8][C:9]1[CH:14]=[C:13]([C:15]([F:18])([F:17])[F:16])[CH:12]=[CH:11][C:10]=1[C:19]1[CH:24]=[C:23]([CH:25]([CH3:26])[CH3:27])[CH:22]=[CH:21][C:20]=1[O:28][CH3:29])[C:40]#[N:39] |f:2.3|. Procedure details: (3,5-Bis-trifluoromethyl-benzyl)-(5′-isopropyl-2′-methoxy-4-trifluoromethyl-biphenyl-2-ylmethyl)-amine (2.0 g) is dissolved in ethanol (20 ml), and thereto are added cyanogen bromide (578 mg) and sodium bicarbonate (928 mg) and the mixture is stirred at room temperature for 2 hours. To reaction mixture is added a saturated aqueous sodium bicarbonate solution and the mixture is extracted with ethyl acetate. The organic layer is washed with a saturated brine, dried over magnesium sulfate, and conc... Reactants: OB(C1=CC=C(S1)C(=O)O)O (5-(dihydroxyboryl)-2-thiophenecarboxylic acid), OC(C)(C)C(C)(C)O (pinacol), O (water). Run in C1(=CC=CC=C1)C (toluene). Run at temperature 115 celsius. The product is CC1(OB(OC1(C)C)C1=CC=C(S1)C(=O)O)C (5-(4,4,5,5-tetramethyl-1,3,2-dioxaborolan-2-yl)-2-thiophene-carboxylic acid). Yield: 75.0%. Reaction SMILES: [OH:1][B:2]([OH:11])[C:3]1[S:7][C:6]([C:8]([OH:10])=[O:9])=[CH:5][CH:4]=1.O[C:13]([C:16](O)([CH3:18])[CH3:17])([CH3:15])[CH3:14].O>C1(C)C=CC=CC=1>[CH3:14][C:13]1([CH3:15])[C:16]([CH3:18])([CH3:17])[O:1][B:2]([C:3]2[S:7][C:6]([C:8]([OH:10])=[O:9])=[CH:5][CH:4]=2)[O:11]1. Procedure: To a solution of 5-(dihydroxyboryl)-2-thiophenecarboxylic acid (4.0 g) in toluene (50 ml) was added pinacol (2.75 g). The reaction mixture was heated at 110-120° C. and the water set free during the reaction was continuously removed by a Dean-Stark apparatus. After 4 hours heating, the reaction mixture was cooled down to room temperature thus providing 5-(4,4,5,5-tetramethyl-1,3,2-dioxaborolan-2-yl)-2-thiophene-carboxylic acid as a white solid which was filtered off (4.43 g, yield: 75%) and used... Reactants: Cc1noc(NS(=O)(=O)c2ccc(N)cc2)c1C, O=C=NC1CCCCC1. Yields the product Cc1noc(NS(=O)(=O)c2ccc(NC(=O)NC3CCCCC3)cc2)c1C. RXN SMILES: [NH2:1][c:2]1[cH:3][cH:4][c:5]([S:8](=[O:9])(=[O:10])[NH:11][c:12]2[c:13]([CH3:18])[c:14]([CH3:17])[n:15][o:16]2)[cH:6][cH:7]1.[O:19]=[C:20]=[N:21][CH:22]1[CH2:23][CH2:24][CH2:25][CH2:26][CH2:27]1>>[NH:1]([c:2]1[cH:3][cH:4][c:5]([S:8](=[O:9])(=[O:10])[NH:11][c:12]2[c:13]([CH3:18])[c:14]([CH3:17])[n:15][o:16]2)[cH:6][cH:7]1)[C:20](=[O:19])[NH:21][CH:22]1[CH2:23][CH2:24][CH2:25][CH2:26][CH2:27]1.